Dataset: the Open Reaction Database (ORD), a public repository of structured organic reaction records. Task: describe an organic reaction: reactants, conditions, products, and yield The reactants are Clc1ccnc(Cl)n1, [H-], [Na+], CN(C)C=O, O, OCC(F)(F)F. Yields the product FC(F)(F)COc1ccnc(Cl)n1. As a reaction SMILES: [Cl:9][c:10]1[n:11][cH:12][cH:13][c:14]([Cl:16])[n:15]1.[H-:7].[Na+:8].[O:18]=[CH:19][N:20]([CH3:21])[CH3:22].[OH2:17].[OH:1][CH2:2][C:3]([F:4])([F:5])[F:6]>>[O:1]([CH2:2][C:3]([F:4])([F:5])[F:6])[c:14]1[cH:13][cH:12][n:11][c:10]([Cl:9])[n:15]1. Reactants: C(C)(C)(C)C=1C=C(C=C(C1O)C(C)(C)C)SCCO (2-(3,5-di-tert-butyl-4-hydroxyphenylthio) ethanol), N1=CC=CC=C1 (pyridine), C(C)(C)(C)C=1C=C(C(=O)Cl)C=C(C1O)C(C)(C)C (3,5-di-tert-butyl-4-hydroxybenzoyl chloride). Solvent: C1(=CC=CC=C1)C (toluene), C1(=CC=CC=C1)C (toluene). Reaction conditions: time 15 hour. Yields the product C(C)(C)(C)C=1C=C(C(=O)OCCSC2=CC(=C(C(=C2)C(C)(C)C)O)C(C)(C)C)C=C(C1O)C(C)(C)C (2-(3,5-Di-tert-butyl-4-hydroxyphenylthio)ethyl 3,5-Di-tert-butyl-4-hydroxybenzoate). Isolated yield 84.0%. As a reaction SMILES: [C:1]([C:5]1[CH:6]=[C:7]([S:16][CH2:17][CH2:18][OH:19])[CH:8]=[C:9]([C:12]([CH3:15])([CH3:14])[CH3:13])[C:10]=1[OH:11])([CH3:4])([CH3:3])[CH3:2].N1C=CC=CC=1.[C:26]([C:30]1[CH:31]=[C:32]([CH:36]=[C:37]([C:40]([CH3:43])([CH3:42])[CH3:41])[C:38]=1[OH:39])[C:33](Cl)=[O:34])([CH3:29])([CH3:28])[CH3:27]>C1(C)C=CC=CC=1>[C:40]([C:37]1[CH:36]=[C:32]([CH:31]=[C:30]([C:26]([CH3:29])([CH3:28])[CH3:27])[C:38]=1[OH:39])[C:33]([O:19][CH2:18][CH2:17][S:16][C:7]1[CH:6]=[C:5]([C:1]([CH3:2])([CH3:3])[CH3:4])[C:10]([OH:11])=[C:9]([C:12]([CH3:13])([CH3:15])[CH3:14])[CH:8]=1)=[O:34])([CH3:43])([CH3:42])[CH3:41]. Procedure details: A solution of 9.8 g of 2-(3,5-di-tert-butyl-4-hydroxyphenylthio) ethanol and 3.1 g of pyridine in 40 ml of toluene was added at 15°-20° C. over five minutes to a solution of 9.4 g of 3,5-di-tert-butyl-4-hydroxybenzoyl chloride in 50 ml of toluene. The reaction mixture was stirred at room temperature for 15 hours and then the resultant precipitate of triethylamine hydrochloride was removed by filtration. The solvent was removed in vacuo and the residue was recrystalized from n-heptane to give 15 ...